The task is: describe an organic reaction: reactants, conditions, products, and yield. This data is from the Open Reaction Database (ORD), a public repository of structured organic reaction records. Starting materials: C(C)(=O)SCCC(=O)Cl (3-(acetylthio)propionyl chloride), solution, S1C(=CC=C1)C1=NNC(C1)C(=O)O ((±)-4,5-Dihydro-3-(2-thienyl)-1H-pyrazole-5-carboxylic acid). Solvent: C(=O)([O-])[O-].[Na+].[Na+] (Na2CO3), C(=O)([O-])[O-].[Na+].[Na+] (Na2CO3). Conditions: time 2 hour. Product: C(C)(=O)SCCC(=O)N1N=C(CC1C(=O)O)C=1SC=CC1 ((±)-1-[3-(Acetylthio)-1-oxopropyl]-4,5-dihydro-3-(2-thienyl)-1H-pyrazole-5-carboxylic acid). RXN SMILES: [S:1]1[CH:5]=[CH:4][CH:3]=[C:2]1[C:6]1[CH2:10][CH:9]([C:11]([OH:13])=[O:12])[NH:8][N:7]=1.[C:14]([S:17][CH2:18][CH2:19][C:20](Cl)=[O:21])(=[O:16])[CH3:15]>C([O-])([O-])=O.[Na+].[Na+]>[C:14]([S:17][CH2:18][CH2:19][C:20]([N:8]1[CH:9]([C:11]([OH:13])=[O:12])[CH2:10][C:6]([C:2]2[S:1][CH:5]=[CH:4][CH:3]=2)=[N:7]1)=[O:21])(=[O:16])[CH3:15] |f:2.3.4|. Procedure details: (±)-4,5-Dihydro-3-(2-thienyl)-1H-pyrazole-5-carboxylic acid is dissolved in aqueous Na2CO3 (1.38 g) at pH 8.6. The temperature is lowered to 5° C. and 3-(acetylthio)propionyl chloride (4.15 g) and a 25% solution of Na2CO3 are added simultaneously maintaining the pH at 8-9. The final pH is 8.9 and the reaction is stirred for 2 hours at room temperature. It is then extracted with ethyl acetate and the ethyl acetate is discarded. The aqueous layer is made strongly acid with 20% HCl and the gummy pr... The reactants are COCCCN1C(=O)COc2ccc([N+](=O)[O-])cc21, Cl, [Na+], [OH-]. Product: COCCCN1C(=O)COc2ccc(N)cc21. RXN SMILES: [CH3:1][O:2][CH2:3][CH2:4][CH2:5][N:6]1[C:7](=[O:19])[CH2:8][O:9][c:10]2[c:11]1[cH:12][c:13]([N+:16]([O-:17])=[O:18])[cH:14][cH:15]2.[ClH:20].[Na+:22].[OH-:21]>>[CH3:1][O:2][CH2:3][CH2:4][CH2:5][N:6]1[C:7](=[O:19])[CH2:8][O:9][c:10]2[c:11]1[cH:12][c:13]([NH2:16])[cH:14][cH:15]2. The reactants are FC(C1=CC=C(C=C1)S(=O)(=O)NC1=CC2=C(N(C(=N2)C2=CC=CC=C2)C2=CC=CC=C2)C=C1)(F)F (4-(trifluoromethyl)-N-(1,2-diphenyl-1H-benzimidazol-5-yl)benzenesulfonamide), O (water), [H-].[Na+] (sodium hydride), COC(CCCCCBr)=O (6-bromohexanoic acid methyl ester). Solvent: CN(C=O)C (N,N-dimethylformamide). Run at temperature 20 celsius, time 30 minute. Product: COC(CCCCCN(C1=CC2=C(N(C(=N2)C2=CC=CC=C2)C2=CC=CC=C2)C=C1)S(=O)(=O)C1=CC=C(C=C1)C(F)(F)F)=O (6-[[[4-(Trifluoromethyl)phenyl]sulfonyl][1,2-diphenyl-1H-benzimidazol-5-yl]-amino]hexanoic acid methyl ester). As a reaction SMILES: [F:1][C:2]([F:35])([F:34])[C:3]1[CH:8]=[CH:7][C:6]([S:9]([NH:12][C:13]2[CH:33]=[CH:32][C:16]3[N:17]([C:26]4[CH:31]=[CH:30][CH:29]=[CH:28][CH:27]=4)[C:18]([C:20]4[CH:25]=[CH:24][CH:23]=[CH:22][CH:21]=4)=[N:19][C:15]=3[CH:14]=2)(=[O:11])=[O:10])=[CH:5][CH:4]=1.[H-].[Na+].[CH3:38][O:39][C:40](=[O:47])[CH2:41][CH2:42][CH2:43][CH2:44][CH2:45]Br.O>CN(C)C=O>[CH3:38][O:39][C:40](=[O:47])[CH2:41][CH2:42][CH2:43][CH2:44][CH2:45][N:12]([S:9]([C:6]1[CH:7]=[CH:8][C:3]([C:2]([F:1])([F:34])[F:35])=[CH:4][CH:5]=1)(=[O:10])=[O:11])[C:13]1[CH:33]=[CH:32][C:16]2[N:17]([C:26]3[CH:31]=[CH:30][CH:29]=[CH:28][CH:27]=3)[C:18]([C:20]3[CH:25]=[CH:24][CH:23]=[CH:22][CH:21]=3)=[N:19][C:15]=2[CH:14]=1 |f:1.2|. Reported procedure: 150 mg of 4-(trifluoromethyl)-N-(1,2-diphenyl-1H-benzimidazol-5-yl)benzenesulfonamide was suspended in 0.5 ml of N,N-dimethylformamide, mixed with 11 mg of sodium hydride and stirred for 30 minutes at 20° C. 88 mg of 6-bromohexanoic acid methyl ester was added, it was allowed to stir for 15 hours, mixed with water, extracted three times with ethyl acetate, the extracts were dried on sodium sulfate, concentrated by evaporation in a vacuum, and the residue was digested with diisopropyl ether.